From a dataset of the Open Reaction Database (ORD), a public repository of structured organic reaction records. describe an organic reaction: reactants, conditions, products, and yield Starting materials: CC(=O)Oc1cc(OCc2ccccc2)ccc1OCC1CO1, C1CCOC1, [Na+], [OH-]. Yields the product OCC1COc2ccc(OCc3ccccc3)cc2O1. RXN SMILES: [CH2:1]([c:2]1[cH:3][cH:4][cH:5][cH:6][cH:7]1)[O:8][c:9]1[cH:10][cH:11][c:12]([O:19][CH2:20][CH:21]2[O:22][CH2:23]2)[c:13]([O:15][C:16](=[O:17])[CH3:18])[cH:14]1.[CH2:26]1[O:27][CH2:28][CH2:29][CH2:30]1.[Na+:25].[OH-:24]>>[CH2:1]([c:2]1[cH:3][cH:4][cH:5][cH:6][cH:7]1)[O:8][c:9]1[cH:10][cH:11][c:12]2[c:13]([cH:14]1)[O:15][CH:21]([CH2:23][OH:22])[CH2:20][O:19]2. As a reaction SMILES: [OH:1][C:2]1[CH:23]=[CH:22][C:5]2[C:6]([CH3:21])([CH3:20])[C:7]3[NH:8][C:9]4[C:14]([C:15]=3[C:16](=[O:17])[C:4]=2[CH:3]=1)=[CH:13][CH:12]=[C:11]([C:18]#[N:19])[CH:10]=4.[CH3:24][O:25][C:26](=[O:31])[CH2:27][CH2:28][CH2:29]Br.C(=O)([O-])[O-].[Cs+].[Cs+].O>CC(N(C)C)=O>[CH3:24][O:25][C:26](=[O:31])[CH2:27][CH2:28][CH2:29][O:1][C:2]1[CH:23]=[CH:22][C:5]2[C:6]([CH3:21])([CH3:20])[C:7]3[NH:8][C:9]4[C:14]([C:15]=3[C:16](=[O:17])[C:4]=2[CH:3]=1)=[CH:13][CH:12]=[C:11]([C:18]#[N:19])[CH:10]=4 |f:2.3.4|. Procedure details: 9-Hydroxy-6,6-dimethyl-11-oxo-6,11-dihydro-5H-benzo[b]carbazole-3-carbonitrile (Compound J5, 30 mg, 0.099 mmol), 4-bromo-butyric acid methyl ester (24.9 μl, 0.198 mmol) and cesium carbonate (64.5 mg, 0.198 mmol) were dissolved in DMA (0.20 ml) and stirred at room temperature for 4 hr. Water was added to the reaction solution, which was then extracted with diethyl ether. The organic layer was washed with saturated brine and dried over anhydrous magnesium sulfate. The yellow solid obtained after c... Product: COC(CCCOC1=CC2=C(C(C=3NC4=CC(=CC=C4C3C2=O)C#N)(C)C)C=C1)=O (4-(3-cyano-6,6-dimethyl-11-oxo-6,11-dihydro-5H-benzo[b]carbazol-9-yl oxy)-butyric acid methyl ester). Run in CC(=O)N(C)C (DMA). Run at time 4 hour. Starting materials: O (Water), OC1=CC2=C(C(C=3NC4=CC(=CC=C4C3C2=O)C#N)(C)C)C=C1 (9-Hydroxy-6,6-dimethyl-11-oxo-6,11-dihydro-5H-benzo[b]carbazole-3-carbonitrile), COC(CCCBr)=O (4-bromo-butyric acid methyl ester), C([O-])([O-])=O.[Cs+].[Cs+] (cesium carbonate). The reactants are CC1=CC=C2CCC(C2=C1)O (6-methylindane-1-ol), O.C1(=CC=C(C=C1)S(=O)(=O)O)C (p-toluene sulfonic acid monohydrate). Solvent: C1(=CC=CC=C1)C (toluene). Reaction conditions: time 20 minute. Yields the product CC=1C=C2C=CCC2=CC1 (5-methyl-1H-indene). As a reaction SMILES: [CH3:1][C:2]1[CH:10]=[C:9]2[C:5]([CH2:6][CH2:7][CH:8]2O)=[CH:4][CH:3]=1.O.C1(C)C=CC(S(O)(=O)=O)=CC=1>C1(C)C=CC=CC=1>[CH3:1][C:2]1[CH:10]=[C:9]2[C:5](=[CH:4][CH:3]=1)[CH2:6][CH:7]=[CH:8]2 |f:1.2|. Procedure details: Sodium borohydride (1.3 g) was added to a solution of 6-methyl-indane-1-one (5.0 g) in methanol (50 ml) at 0° C., and the mixture was stirred for one hour. The reaction mixture was poured into ice-cooled water, and extracted with ethyl acetate. The organic layer was washed with saturated saline solution and dried over anhydrous sodium sulfate. After filtration, the filtrate was concentrated to obtain 6-methylindane-1-ol (5.5 g). To a solution of 6-methylindane-1-ol in toluene (50 ml) was added p... The reactants are C(C1=CC=CC=C1)O (Benzyl alcohol), C1(=CC=CC=C1)P(C1=CC=CC=C1)C1=CC=CC=C1 (triphenylphosphine), CN(C)C(=O)/N=N/C(=O)N(C)C (TMAD), BrC=1C=C(C=C2C=CN=CC12)O (8-Bromoisoquinolin-6-ol). Solvent: C1(=CC=CC=C1)C (toluene). Conditions: time 13 hour. The product is C(C1=CC=CC=C1)OC=1C=C2C=CN=CC2=C(C1)Br (6-(benzyloxy)-8-bromoisoquinoline). Reaction SMILES: [CH2:1]([OH:8])[C:2]1[CH:7]=[CH:6][CH:5]=[CH:4][CH:3]=1.C1(P(C2C=CC=CC=2)C2C=CC=CC=2)C=CC=CC=1.CN(C(/N=N/C(N(C)C)=O)=O)C.[Br:40][C:41]1[CH:42]=[C:43](O)[CH:44]=[C:45]2[C:50]=1[CH:49]=[N:48][CH:47]=[CH:46]2>C1(C)C=CC=CC=1>[CH2:1]([O:8][C:43]1[CH:44]=[C:45]2[C:50](=[C:41]([Br:40])[CH:42]=1)[CH:49]=[N:48][CH:47]=[CH:46]2)[C:2]1[CH:7]=[CH:6][CH:5]=[CH:4][CH:3]=1. Procedure details: Benzyl alcohol (0.25 mL; Ald), triphenylphosphine (1.29 g), and TMAD (850 mg; Ald) were added to a toluene (30 mL) solution of Intermediate 7 (500 mg) and the resulting mixture was stirred at room temperature for 13 hours. The reaction mixture solution was filtrated, the solvent was evaporated under reduced pressure, and the residue was purified by column chromatography (Yamazen; n-hexane/ethyl acetate) to give the title compound (186 mg). Starting materials: C[O-], CCO, I, CN1CCSC1=N, [Na+], S=C=Nc1ccccc1. Product: CN1CCSC1=NC(=S)Nc1ccccc1. Reaction SMILES: [CH3:1][O-:2].[CH3:21][CH2:22][OH:23].[IH:4].[NH:5]=[C:6]1[S:7][CH2:8][CH2:9][N:10]1[CH3:11].[Na+:3].[c:12]1([N:18]=[C:19]=[S:20])[cH:13][cH:14][cH:15][cH:16][cH:17]1>>[N:5](=[C:6]1[S:7][CH2:8][CH2:9][N:10]1[CH3:11])[C:19]([NH:18][c:12]1[cH:13][cH:14][cH:15][cH:16][cH:17]1)=[S:20]. Reactants: CC(C)([O-])C.[K+] (Potassium tert-butoxide), C(CCCC)C1CCC(CC1)C=CC1=CC=C(C=C1)[C@@H]1CC[C@H](CC1)C=O (trans-4-{4-[2-(4-pentylcyclohexyl)ethenyl]phenyl}cyclohexane carbaldehyde). Reagents/catalysts: [Br-].C[P+](C1=CC=CC=C1)(C1=CC=CC=C1)C1=CC=CC=C1 (methyltriphenylphosphonium bromide). Run in C1CCOC1 (THF), C1CCOC1 (THF). The product is C(CCCC)C1CCC(CC1)C=CC1=CC=C(C=C1)C1CCC(CC1)C=C (1-[2-(4-pentyl-cyclohexyl)ethenyl]-4-(4-vinylcyclohexyl)benzene). Reaction SMILES: [CH3:1]C(C)([O-])C.[K+].[CH2:7]([CH:12]1[CH2:17][CH2:16][CH:15]([CH:18]=[CH:19][C:20]2[CH:25]=[CH:24][C:23]([C@H:26]3[CH2:31][CH2:30][C@H:29]([CH:32]=O)[CH2:28][CH2:27]3)=[CH:22][CH:21]=2)[CH2:14][CH2:13]1)[CH2:8][CH2:9][CH2:10][CH3:11]>[Br-].C[P+](C1C=CC=CC=1)(C1C=CC=CC=1)C1C=CC=CC=1.C1COCC1>[CH2:7]([CH:12]1[CH2:17][CH2:16][CH:15]([CH:18]=[CH:19][C:20]2[CH:25]=[CH:24][C:23]([CH:26]3[CH2:31][CH2:30][CH:29]([CH:32]=[CH2:1])[CH2:28][CH2:27]3)=[CH:22][CH:21]=2)[CH2:14][CH2:13]1)[CH2:8][CH2:9][CH2:10][CH3:11] |f:0.1,3.4|. Reported procedure: Potassium tert-butoxide (1.0 eq, 0.44 g, 3.62 mmol) was added slowly with stirring for 3 minutes to 32 ml of solution including methyltriphenylphosphonium bromide (1.2 eq, 1.55 g, 4.33 mmol) dissolved in THF. Then, the solution was stirred for 30 minutes at a room temperature and THF solution (35 ml) of trans-4-{4-[2-(4-pentyl-cyclohexyl)ethenyl]phenyl}cyclohexane carbaldehyde (1.32 g, 3.62 mmol) obtained in Example 4-2 was added slowly dropwise for 10 minutes to reaction mixture, and then was s...